This data is from the Open Reaction Database (ORD), a public repository of structured organic reaction records. The task is: describe an organic reaction: reactants, conditions, products, and yield The product is N#CCCCCCSC(=N)N, Cl. As a reaction SMILES: [Cl:1][CH2:2][CH2:3][CH2:4][CH2:5][CH2:6][C:7]#[N:8].[NH2:9][C:10]([NH2:11])=[S:12].[OH2:13]>>[CH2:2]([CH2:3][CH2:4][CH2:5][CH2:6][C:7]#[N:8])[S:12][C:10](=[NH:9])[NH2:11].[ClH:1]. Reactants: N#CCCCCCCl, NC(N)=S, O. Reactants: COCCBr, COc1cc2cc(C=Cc3ccccc3Cl)[nH]c2cc1OCc1ccccc1, [H-], [Na+]. Product: COCCn1c(C=Cc2ccccc2Cl)cc2cc(OC)c(OCc3ccccc3)cc21. RXN SMILES: [Br:31][CH2:32][CH2:33][O:34][CH3:35].[CH2:1]([c:2]1[cH:3][cH:4][cH:5][cH:6][cH:7]1)[O:8][c:9]1[c:10]([O:27][CH3:28])[cH:11][c:12]2[cH:13][c:14]([CH:18]=[CH:19][c:20]3[c:21]([Cl:26])[cH:22][cH:23][cH:24][cH:25]3)[nH:15][c:16]2[cH:17]1.[H-:29].[Na+:30]>>[CH2:1]([c:2]1[cH:3][cH:4][cH:5][cH:6][cH:7]1)[O:8][c:9]1[c:10]([O:27][CH3:28])[cH:11][c:12]2[cH:13][c:14]([CH:18]=[CH:19][c:20]3[c:21]([Cl:26])[cH:22][cH:23][cH:24][cH:25]3)[n:15]([CH2:32][CH2:33][O:34][CH3:35])[c:16]2[cH:17]1. Starting materials: [Br-].C1(=CC=CC=C1)C(C1=CC=CC=C1)(C1=CC=CC=C1)[PH3+] (triphenylmethylphosphonium bromide), C(C)(C)(C)OC(=O)N1CC(CC1)C=O (racemic 3-formylpyrrolidine-1-carboxylic acid tert-butyl ester), [Cl-].[NH4+] (ammonium chloride), C(CCC)[Li] (n-Butyllithium), solution. The solvent is O1CCCC1 (tetrahydrofuran), O1CCCC1 (tetrahydrofuran), C(C)(=O)OCC (ethyl acetate), CCCCCC (hexane). Conditions: temperature 0 celsius, time 0.5 hour. The product is C(C)(C)(C)OC(=O)N1CC(CC1)C=C (racemic 3-vinylpyrrolidine-1-carboxylic acid tert-butyl ester). The yield is 89.7%. Reaction SMILES: C([Li])CCC.[Br-].C1([C:13]([PH3+])([C:20]2[CH:25]=[CH:24]C=[CH:22][CH:21]=2)C2C=CC=CC=2)C=CC=CC=1.[C:27]([O:31][C:32]([N:34]1CCC(C=O)C1)=[O:33])([CH3:30])([CH3:29])[CH3:28].[Cl-].[NH4+]>CCCCCC.O1CCCC1.C(OCC)(=O)C>[C:27]([O:31][C:32]([N:34]1[CH2:24][CH2:25][CH:20]([CH:21]=[CH2:22])[CH2:13]1)=[O:33])([CH3:30])([CH3:29])[CH3:28] |f:1.2,4.5|. Procedure details: n-Butyllithium in hexane (44 cm3 of a 1.6 N solution) was added drop-wise to a suspension of 25.5 g (71 mmol) of triphenylmethylphosphonium bromide in 300 cm3 of tetrahydrofuran, which was under argon and cooled to 0° C. The reaction mixture was stirred at 0° C. for 0.5 h and then admixed with a solution of 7.1 g (35.6 mmol) of racemic 3-formylpyrrolidine-1-carboxylic acid tert-butyl ester in 100 cm3 of tetrahydrofuran. After 2.5 hours of reaction at a temperature in the region of 22° C., the mi... Reactants: NC1C(N(C2=C(C(=N1)C1=CC=CC=C1)C=CC=C2)C)=O (3(R,S)-amino-1,3-dihydro-1-methyl-5-phenyl-2H-1,4-benzodiazepin-2-one), C[C@H](C1=CC=CC=C1)N=C=O ((R)-(+)-α-methylbenzylisocyanate). Run in O1CCCC1 (tetrahydrofuran). Run at time 8 hour. The product is CN1C(C(N=C(C2=C1C=CC=C2)C2=CC=CC=C2)NC(=O)N[C@H](C)C2=CC=CC=C2)=O (N-(2,3-Dihydro-1-methyl-2-oxo-5-phenyl-1H-1,4-benzodiazepin-3-yl)-N'-((R)1-phenylethyl)-urea). As a reaction SMILES: [NH2:1][CH:2]1[N:8]=[C:7]([C:9]2[CH:14]=[CH:13][CH:12]=[CH:11][CH:10]=2)[C:6]2[CH:15]=[CH:16][CH:17]=[CH:18][C:5]=2[N:4]([CH3:19])[C:3]1=[O:20].[CH3:21][C@@H:22]([N:29]=[C:30]=[O:31])[C:23]1[CH:28]=[CH:27][CH:26]=[CH:25][CH:24]=1>O1CCCC1>[CH3:19][N:4]1[C:5]2[CH:18]=[CH:17][CH:16]=[CH:15][C:6]=2[C:7]([C:9]2[CH:14]=[CH:13][CH:12]=[CH:11][CH:10]=2)=[N:8][CH:2]([NH:1][C:30]([NH:29][C@@H:22]([C:23]2[CH:28]=[CH:27][CH:26]=[CH:25][CH:24]=2)[CH3:21])=[O:31])[C:3]1=[O:20]. Procedure: Equimolar amounts of 3(R,S)-amino-1,3-dihydro-1-methyl-5-phenyl-2H-1,4-benzodiazepin-2-one and (R)-(+)-α-methylbenzylisocyanate were mixed in 8 ml of dry tetrahydrofuran at room temperature. The reaction mixture was allowed to stand for 8 hours and was then filtered. The collected solids were washed with tetrahydrofuran and dried in vacuo over P2O5 to give the analytical product as a mixture of diastereomers: m.p. 146°-150° C. Starting materials: COC(=O)CS(=O)(=O)C(C)(C)C, [Li], [NH2-], CC1(C)CC(O)CC(C)(C)N1, Cc1ccccc1C. The product is CC1(C)CC(OC(=O)CS(=O)(=O)C(C)(C)C)CC(C)(C)N1. RXN SMILES: [C:1]([CH3:2])([CH3:3])([CH3:4])[S:5](=[O:6])(=[O:7])[CH2:8][C:9](=[O:10])[O:11][CH3:12].[Li:24].[NH2-:25].[OH:13][CH:14]1[CH2:15][C:16]([CH3:22])([CH3:23])[NH:17][C:18]([CH3:20])([CH3:21])[CH2:19]1.[c:26]1([CH3:27])[c:28]([CH3:29])[cH:30][cH:31][cH:32][cH:33]1>>[C:1]([CH3:2])([CH3:3])([CH3:4])[S:5](=[O:6])(=[O:7])[CH2:8][C:9](=[O:10])[O:11][CH:12]1[CH2:15][C:16]([CH3:22])([CH3:23])[NH:17][C:18]([CH3:20])([CH3:21])[CH2:19]1.